This data is from the Open Reaction Database (ORD), a public repository of structured organic reaction records. The task is: describe an organic reaction: reactants, conditions, products, and yield Starting materials: O=C1OC2=C(N1CCOC1=CC=C(CC(C(=O)OCC)C(=O)OCC)C=C1)C=CC=C2 (Diethyl 2-{4-[2-(2-oxo-1,3-benzoxazol-3(2H)-yl)ethoxy]benzyl}malonate), [OH-].[Na+] (sodium hydroxide). Run in O1CCCC1 (tetrahydrofuran). Conditions: temperature 0 celsius, time 72 hour. The product is O=C1OC2=C(N1CCOC1=CC=C(CC(C(=O)O)C(=O)O)C=C1)C=CC=C2 (2-{4-[2-(2-oxo-1,3-benzoxazol-3(2H)-yl)ethoxy]benzyl}malonic acid). Reaction SMILES: [O:1]=[C:2]1[N:6]([CH2:7][CH2:8][O:9][C:10]2[CH:27]=[CH:26][C:13]([CH2:14][CH:15]([C:21]([O:23]CC)=[O:22])[C:16]([O:18]CC)=[O:17])=[CH:12][CH:11]=2)[C:5]2[CH:28]=[CH:29][CH:30]=[CH:31][C:4]=2[O:3]1.[OH-].[Na+]>O1CCCC1>[O:1]=[C:2]1[N:6]([CH2:7][CH2:8][O:9][C:10]2[CH:11]=[CH:12][C:13]([CH2:14][CH:15]([C:16]([OH:18])=[O:17])[C:21]([OH:23])=[O:22])=[CH:26][CH:27]=2)[C:5]2[CH:28]=[CH:29][CH:30]=[CH:31][C:4]=2[O:3]1 |f:1.2|. Procedure details: Dissolve the compound obtained in Example 2 (1.5 g) in tetrahydrofuran (20 ml). Add 2N sodium hydroxide (8 ml) to the reaction mixture, cooled to 0° C. using an ice bath. Stir magnetically at ambient temperature for 72 hours. Remove the tetrahydrofuran by evaporation under reduced pressure. Take up the resulting residue in a 6N hydrochloric acid solution to pH 1 and extract twice with 50 ml of ether each time. Dry the organic phase over magnesium sulphate and remove the ether by evaporation unde... The reactants are C1OC=2C=C(C=CC2O1)C=CC(C)=O (1-(3,4-methylenedioxyphenyl)-but-1-en-3-one), [OH-].[K+] (potassium hydroxide), C(CC(=O)OCC)(=O)OCC (Diethyl malonate), [Na] (sodium). Run in C(C)O (ethanol), C(C)O (ethanol). Reaction conditions: time 3 hour. Yields the product OC1=CC(CC(C1)C1=CC2=C(C=C1)OCO2)=O (3-hydroxy-5-(3,4-methylenedioxyphenyl)cyclohex-2-en-1-one). As a reaction SMILES: C(OCC)(=O)[CH2:2][C:3](OCC)=[O:4].[Na].[CH2:13]1[O:21][C:20]2[CH:19]=[CH:18][C:17]([CH:22]=[CH:23][C:24](=[O:26])[CH3:25])=[CH:16][C:15]=2[O:14]1.[OH-].[K+]>C(O)C>[OH:4][C:3]1[CH2:2][CH:22]([C:17]2[CH:18]=[CH:19][C:20]3[O:21][CH2:13][O:14][C:15]=3[CH:16]=2)[CH2:23][C:24](=[O:26])[CH:25]=1 |f:3.4,^1:11|. Procedure: Diethyl malonate (17.34 g) was added to a solution of sodium metal (2.35 g) in anhydrous absolute ethanol (40 ml). 1-(3,4-methylenedioxyphenyl)-but-1-en-3-one (20 g) was added to the solution and the volume of ethanol was made up to 80 ml. The mixture was heated under reflux with stirring for 2-4 hr. An aqueous solution of potassium hydroxide (25.0 g in 120 ml of water) was added and the mixture was heated under reflux for a further 6 hours. Subsequently, the ethanol was distilled off and the aq...